From a dataset of the Open Reaction Database (ORD), a public repository of structured organic reaction records. describe an organic reaction: reactants, conditions, products, and yield Starting materials: CC=1C=C(CNN)C=CC1Cl (3-methyl-4-chlorbenzylhydrazine), C(C)OC(C=C(OCC)N)=O (β-amino-β-ethoxyacrylic acid ethyl ester), C1(=CC=C(C=C1)S(=O)(=O)O)C (p-toluenesulphonic acid). Solvent: C(C)O (ethanol). Reaction conditions: time 8 hour. Product: NC=1NN(C(C1)=O)CC1=CC(=C(C=C1)Cl)C (3-Amino-1-(3-methyl-4-chlorobenzyl)-pyrazol-5-one). Reaction SMILES: [CH3:1][C:2]1[CH:3]=[C:4]([CH:8]=[CH:9][C:10]=1[Cl:11])[CH2:5][NH:6][NH2:7].C([O:14][C:15](=O)[CH:16]=[C:17]([NH2:21])OCC)C.C1(C)C=CC(S(O)(=O)=O)=CC=1>C(O)C>[NH2:21][C:17]1[NH:7][N:6]([CH2:5][C:4]2[CH:8]=[CH:9][C:10]([Cl:11])=[C:2]([CH3:1])[CH:3]=2)[C:15](=[O:14])[CH:16]=1. Procedure details: 20.5 g of 3-methyl-4-chlorbenzylhydrazine were added dropwise, under nitrogen, to a solution of 19.1 g of β-amino-β-ethoxyacrylic acid ethyl ester and 1.5 g of p-toluenesulphonic acid in 200 ml of ethanol. The reaction solution was stirred overnight and the compound identified above, which had separated out as a precipitate, was filtered off and recrystallised from ethanol. Melting point: 131°, 10 g (35%). Reactants: C(C)OC(C(C(=O)C)Cl)=O (2-chloroacetoacetic acid ethyl ester), C(C)(=O)[O-].[Na+] (sodium acetate), N(=O)[O-].[Na+] (sodium nitrite), ClC=1C=C(N)C=CC1 (3-chloroaniline), N (ammonia), FC1=C(C(=O)Cl)C=CC=C1 (2-fluorobenzoyl chloride). The solvent is O (water), C(C)O (ethanol), O (water), O (water), O (water), Cl (hydrochloric acid), Cl (hydrochloric acid), O (water), O1CCCC1 (tetrahydrofuran), C1(=CC=CC=C1)C (toluene), O (water). Conditions: time 15 minute. Product: C(C)OC(=O)C1=NN(C(=N1)C1=C(C=CC=C1)F)C1=CC(=CC=C1)Cl (1-(3-chlorophenyl)-5-(2-fluorophenyl)-1,2,4-triazole-3-carboxylic acid ethyl ester), crystals. RXN SMILES: [N:1]([O-])=O.[Na+].[Cl:5][C:6]1[CH:7]=[C:8]([CH:10]=[CH:11][CH:12]=1)[NH2:9].[CH2:13]([O:15][C:16](=[O:22])[CH:17](Cl)C(C)=O)[CH3:14].C([O-])(=O)C.[Na+].[NH3:28].[F:29][C:30]1[CH:38]=[CH:37][CH:36]=[CH:35][C:31]=1[C:32](Cl)=O>O.Cl.C(O)C.O1CCCC1.C1(C)C=CC=CC=1>[CH2:13]([O:15][C:16]([C:17]1[N:1]=[C:32]([C:31]2[CH:35]=[CH:36][CH:37]=[CH:38][C:30]=2[F:29])[N:9]([C:8]2[CH:10]=[CH:11][CH:12]=[C:6]([Cl:5])[CH:7]=2)[N:28]=1)=[O:22])[CH3:14] |f:0.1,4.5|. Reported procedure: A solution of 14.0 g (0.202 mol) of sodium nitrite in 80 ml of water is added dropwise, at 0° C., to a suspension of 25.5 g (0.2 mol) of 3-chloroaniline in 80 ml of water and 65 ml of concentrated hydrochloric acid. After stirring for 15 minutes to complete the reaction, the foamy brown solution is poured into a mixture of 33.1 g (0.201 mol) of 2-chloroacetoacetic acid ethyl ester, 90 g of sodium acetate in 160 ml of water and 200 ml of ethanol. The whole is then stirred at 10° C. for 3 hours to... Reaction SMILES: [Cl:1][C:2]1[CH:3]=[C:4]([N:9]2[C:13]([C:14]3[CH:19]=[C:18]([O:20][C:21]([F:24])([F:23])[F:22])[CH:17]=[C:16]([Cl:25])[CH:15]=3)=[CH:12][C:11](C(O)=O)=[N:10]2)[CH:5]=[CH:6][C:7]=1[F:8].FC1C=C(C2N(C3C=NC=CC=3)N=C([C:52]3[C:57]4[CH2:58][NH:59][C:60](=[O:61])[C:56]=4[CH:55]=[CH:54][N:53]=3)C=2)C=C(OC(F)(F)F)C=1.NC1C=CNN=1.BrC1C=CNN=1>>[Cl:1][C:2]1[CH:3]=[C:4]([N:9]2[C:13]([C:14]3[CH:19]=[C:18]([O:20][C:21]([F:22])([F:23])[F:24])[CH:17]=[C:16]([Cl:25])[CH:15]=3)=[CH:12][C:11]([C:52]3[C:57]4[CH2:58][NH:59][C:60](=[O:61])[C:56]=4[CH:55]=[CH:54][N:53]=3)=[N:10]2)[CH:5]=[CH:6][C:7]=1[F:8]. Product: ClC=1C=C(C=CC1F)N1N=C(C=C1C1=CC(=CC(=C1)OC(F)(F)F)Cl)C1=NC=CC2=C1CNC2=O (4-{1-(3-chloro-4-fluorophenyl)-5-[3-chloro-5-(trifluoromethoxy)phenyl]-1H-pyrazole-3-yl}-2,3-dihydro-1H-pyrrolo[3,4-c]pyridine-1-one). Procedure details: The synthesis is prepared from 825 mg (1.90 mmol) of the compound from example 9A in a manner analogous to the synthesis of the compound from example 6. This produces 844 mg (81% of theoretical yield) of trimethylsilyl ethyl carbamate (step 1), 541 mg (87% of theoretical yield) of aminopyrazole (step 2) and 223 mg (37% of theoretical yield) of bromopyrazole (step 3). In step 4, 30 mg (27% of theoretical yield) of the title compound are obtained from 100 mg (0.21 mmol) of the compound from step 3... The reactants are NC1=NNC=C1 (aminopyrazole), ClC=1C=C(C=CC1F)N1N=C(C=C1C1=CC(=CC(=C1)OC(F)(F)F)Cl)C(=O)O (1-(3-chloro-4-fluorophenyl)-5-(3-chloro-5-trifluoromethoxyphenyl)-1H-pyrazole-3-carboxylic acid), FC=1C=C(C=C(C1)OC(F)(F)F)C1=CC(=NN1C=1C=NC=CC1)C1=NC=CC2=C1CNC2=O (4-{5-[3-fluoro-5-(trifluoromethoxy)phenyl]-1-(pyridine-3-yl)-1H-pyrazole-3-yl}-2,3-dihydro-1H-pyrrolo[3,4-c]pyridine-1-one), BrC1=NNC=C1 (bromopyrazole), trimethylsilyl ethyl carbamate. RXN SMILES: [CH2:1]([O:8][C:9]1[C:10](=[O:36])[C:11]([C:32]([O:34]C)=[O:33])=[CH:12][N:13]([CH2:26][CH:27]([O:30][CH3:31])[O:28][CH3:29])[C:14]=1[C:15](=[O:25])[NH:16][CH2:17][C:18]1[CH:23]=[CH:22][CH:21]=[C:20]([Cl:24])[CH:19]=1)[C:2]1[CH:7]=[CH:6][CH:5]=[CH:4][CH:3]=1.CO.[OH-].[Li+]>O1CCCC1>[CH2:1]([O:8][C:9]1[C:10](=[O:36])[C:11]([C:32]([OH:34])=[O:33])=[CH:12][N:13]([CH2:26][CH:27]([O:28][CH3:29])[O:30][CH3:31])[C:14]=1[C:15](=[O:25])[NH:16][CH2:17][C:18]1[CH:23]=[CH:22][CH:21]=[C:20]([Cl:24])[CH:19]=1)[C:2]1[CH:7]=[CH:6][CH:5]=[CH:4][CH:3]=1 |f:2.3|. Yield: 61.7%. Starting materials: C(C1=CC=CC=C1)OC=1C(C(=CN(C1C(NCC1=CC(=CC=C1)Cl)=O)CC(OC)OC)C(=O)OC)=O (methyl 5-benzyloxy-6-(3-chlorobenzylcarbamoyl)-1-(2,2-dimethoxyethyl)-4-oxo-1,4-dihydropyridine-3-carboxylate), CO (methanol), [OH-].[Li+] (lithium hydroxide). Procedure details: To a solution of methyl 5-benzyloxy-6-(3-chlorobenzylcarbamoyl)-1-(2,2-dimethoxyethyl)-4-oxo-1,4-dihydropyridine-3-carboxylate (2.0 g) in tetrahydrofuran (20 ml)-methanol (10 ml) was added 4N aqueous lithium hydroxide solution (1.5 ml) and the mixture was stirred at 70° C. for 1 hr. The precipitated solid was removed by thin layer of celite and washed with methanol. The solvent was evaporated and 1N aqueous hydrochloric acid (6.5 ml) and water (50 ml) were added. The mixture was extracted twice ... Product: C(C1=CC=CC=C1)OC=1C(C(=CN(C1C(NCC1=CC(=CC=C1)Cl)=O)CC(OC)OC)C(=O)O)=O (5-benzyloxy-6-(3-chlorobenzylcarbamoyl)-1-(2,2-dimethoxyethyl)-4-oxo-1,4-dihydropyridine-3-carboxylic acid). Run at temperature 70 celsius, time 1 hour. Run in O1CCCC1 (tetrahydrofuran). Starting materials: OOS(=O)[O-].[K+] (oxone), S(=O)(=O)(O[O-])[O-].[K+].[K+] (potassium peroxymonosulphate), C1(=CC=CC=C1)C(CNC1=C2N=CN(C2=NC(=N1)SC)C1OCCCC1)C1=CC=CC=C1 (N-(2,2-diphenylethyl)-2-(methylsulfanyl)-9-tetrahydro-2Hpyran-2-yl-9H-purin-6-amine), C(O)([O-])=O.[Na+] (sodium hydrogen carbonate), resultant mixture. Solvent: O (water), CC(=O)C (acetone), O (water). The product is C1(=CC=CC=C1)C(CNC1=C2N=CN(C2=NC(=N1)S(=O)(=O)C)C1OCCCC1)C1=CC=CC=C1 (N-(2,2-Diphenylethyl)-2(methylsulfonyl)-9-tetrahydro-2H-pyran-2-yl-9H-purin-6-amine). As a reaction SMILES: O[O:2][S:3]([O-:5])=O.[K+].S([O-])(O[O-])(=O)=O.[K+].[K+].[C:15]1([CH:21]([C:41]2[CH:46]=[CH:45][CH:44]=[CH:43][CH:42]=2)[CH2:22][NH:23][C:24]2[N:32]=[C:31](SC)[N:30]=[C:29]3[C:25]=2[N:26]=[CH:27][N:28]3[CH:35]2[CH2:40][CH2:39][CH2:38][CH2:37][O:36]2)[CH:20]=[CH:19][CH:18]=[CH:17][CH:16]=1.[C:47](=O)([O-])O.[Na+]>O.CC(C)=O>[C:41]1([CH:21]([C:15]2[CH:20]=[CH:19][CH:18]=[CH:17][CH:16]=2)[CH2:22][NH:23][C:24]2[N:32]=[C:31]([S:3]([CH3:47])(=[O:5])=[O:2])[N:30]=[C:29]3[C:25]=2[N:26]=[CH:27][N:28]3[CH:35]2[CH2:40][CH2:39][CH2:38][CH2:37][O:36]2)[CH:42]=[CH:43][CH:44]=[CH:45][CH:46]=1 |f:0.1,2.3.4,6.7|. Procedure details: A solution of oxone® (potassium peroxymonosulphate) (44 g, 71.7 mmol) in water (200 ml) was added drop wise over 2 hr to a stirred solution of N-(2,2-diphenylethyl)-2-(methylsulfanyl)-9-tetrahydro-2Hpyran-2-yl-9H-purin-6-amine (preparation 7) (25 g, 56.2 mmol) and sodium hydrogen carbonate (20 g, 238 mmol) in acetone (1000 ml) and water (250 ml). The resultant mixture was stirred at room temperature for 24 hr, filtered and the residue washed with acetone. The acetone was removed from the filtrat... The reactants are BrC=1N=C(N2C1C(=NC=C2)C)[C@@H]2CC[C@H](CC2)N2CCN(CC2)C(C)=O (1-(4-((trans)-4-(1-bromo-8-methylimidazo[1,5-a]pyrazin-3-yl)cyclohexyl)piperazin-1-yl)ethanone), Cl (hydrochloric acid). Run in C(C)O (ethanol). The product is Cl.BrC=1N=C(N2C1C(=NC=C2)C)[C@@H]2CC[C@H](CC2)N2CCNCC2 (1-bromo-8-methyl-3-((trans)-4-(piperazin-1-yl)cyclohexyl)imidazo[1,5-a]pyrazine hydrochloride). Isolated yield 125.0%. As a reaction SMILES: [Br:1][C:2]1[N:3]=[C:4]([C@H:12]2[CH2:17][CH2:16][C@H:15]([N:18]3[CH2:23][CH2:22][N:21](C(=O)C)[CH2:20][CH2:19]3)[CH2:14][CH2:13]2)[N:5]2[CH:10]=[CH:9][N:8]=[C:7]([CH3:11])[C:6]=12.[ClH:27]>C(O)C>[ClH:27].[Br:1][C:2]1[N:3]=[C:4]([C@H:12]2[CH2:13][CH2:14][C@H:15]([N:18]3[CH2:23][CH2:22][NH:21][CH2:20][CH2:19]3)[CH2:16][CH2:17]2)[N:5]2[CH:10]=[CH:9][N:8]=[C:7]([CH3:11])[C:6]=12 |f:3.4|. Reported procedure: To 1-(4-((trans)-4-(1-bromo-8-methylimidazo[1,5-a]pyrazin-3-yl)cyclohexyl)piperazin-1-yl)ethanone (0.108 mmol, 45.4 mg) in ethanol was added 2 M hydrochloric acid (4.32 mmol, 2.16 ml) and stirred at reflux for four hours. The reaction mixture was cooled, concentrated in vacuo, coevaporated with toluene twice and washed with dichloromethane twice to give 1-bromo-8-methyl-3-((trans)-4-(piperazin-1-yl)cyclohexyl)imidazo[1,5-a]pyrazine hydrochloride (56 mg) product which was used without further pur... The reactants are CC1(O)C(=NC(CCC2CCOCC2)c2cccnc2)CC2CC1C2(C)C, CCO, Cl, [K+], [K+], NO, O=C([O-])[O-]. The product is NC(CCC1CCOCC1)c1cccnc1. Reaction SMILES: [CH3:1][C:2]1([OH:3])[C:4](=[N:8][CH:9]([CH2:10][CH2:11][CH:12]2[CH2:13][CH2:14][O:15][CH2:16][CH2:17]2)[c:18]2[cH:19][n:20][cH:21][cH:22][cH:23]2)[CH2:5][CH:6]2[CH2:7][CH:24]1[C:25]2([CH3:26])[CH3:27].[CH3:37][CH2:38][OH:39].[ClH:28].[K+:31].[K+:32].[NH2:29][OH:30].[O-:33][C:34]([O-:35])=[O:36]>>[NH2:8][CH:9]([CH2:10][CH2:11][CH:12]1[CH2:13][CH2:14][O:15][CH2:16][CH2:17]1)[c:18]1[cH:19][n:20][cH:21][cH:22][cH:23]1. Reactants: CS(=O)(=O)O[C@@H]1C[C@H](N(C1)C(=O)OCC1=CC=C(C=C1)[N+](=O)[O-])CN1C(NCC1)=O ((2S,4R)-4-methanesulfonyloxy-1-(4-nitrobenzyloxycarbonyl)-2-(2-oxoimidazolidin-1-yl)methylpyrrolidine), [OH-].[Na+] (sodium hydroxide), ice water, IC (iodomethane). Run in CN(C=O)C (N,N-dimethylformamide). Conditions: time 20 minute. Product: CS(=O)(=O)O[C@@H]1C[C@H](N(C1)C(=O)OCC1=CC=C(C=C1)[N+](=O)[O-])CN1C(N(CC1)C)=O ((2S,4R)-4-methanesulfonyloxy-2-(3-methyl-2-oxoimidazolidin-1-yl)methyl-1-(4-nitrobenzyloxycarbonyl)pyrrolidine). As a reaction SMILES: [CH3:1][S:2]([O:5][C@H:6]1[CH2:10][N:9]([C:11]([O:13][CH2:14][C:15]2[CH:20]=[CH:19][C:18]([N+:21]([O-:23])=[O:22])=[CH:17][CH:16]=2)=[O:12])[C@H:8]([CH2:24][N:25]2[CH2:29][CH2:28][NH:27][C:26]2=[O:30])[CH2:7]1)(=[O:4])=[O:3].[OH-].[Na+].I[CH3:34]>CN(C)C=O>[CH3:1][S:2]([O:5][C@H:6]1[CH2:10][N:9]([C:11]([O:13][CH2:14][C:15]2[CH:20]=[CH:19][C:18]([N+:21]([O-:23])=[O:22])=[CH:17][CH:16]=2)=[O:12])[C@H:8]([CH2:24][N:25]2[CH2:29][CH2:28][N:27]([CH3:34])[C:26]2=[O:30])[CH2:7]1)(=[O:4])=[O:3] |f:1.2|. Procedure: To a solution of (2S,4R)-4-methanesulfonyloxy-1-(4-nitrobenzyloxycarbonyl)-2-(2-oxoimidazolidin-1-yl)methylpyrrolidine (0.80 g) in N,N-dimethylformamide (10 ml) was added sodium hydroxide (78 mg) under ice-cooling and the mixture was stirred at the same temperature for 20 minutes. To a solution was added iodomethane (0.34 ml) and the mixture was stirred at 30° C.-50° C. for 1 hour. The reaction mixture was poured into ice-water (30 ml) and extracted twice with ethyl acetate (30 ml). The extract ...